The task is: describe an organic reaction: reactants, conditions, products, and yield. This data is from the Open Reaction Database (ORD), a public repository of structured organic reaction records. The reactants are CCc1n[nH]c(CC)c1Oc1cccc(C#N)c1, CI, CN(C)C=O, [H-], [Na+]. Yields the product CCc1nn(C)c(CC)c1Oc1cccc(C#N)c1. Reaction SMILES: [CH2:3]([CH3:4])[c:5]1[n:6][nH:7][c:8]([CH2:19][CH3:20])[c:9]1[O:10][c:11]1[cH:12][c:13]([C:14]#[N:15])[cH:16][cH:17][cH:18]1.[CH3:21][I:22].[CH3:23][N:24]([CH3:25])[CH:26]=[O:27].[H-:1].[Na+:2]>>[CH2:3]([CH3:4])[c:5]1[n:6][n:7]([CH3:21])[c:8]([CH2:19][CH3:20])[c:9]1[O:10][c:11]1[cH:12][c:13]([C:14]#[N:15])[cH:16][cH:17][cH:18]1. Reactants: ClC1=C(C=NN1C)[N+](=O)[O-] (5-chloro-1-methyl-4-nitro-1H-pyrazole), CC1(OB(OC1(C)C)C1=CCN(CC1)C(=O)OC(C)(C)C)C (tert-butyl 4-(4,4,5,5-tetramethyl-1,3,2-dioxaborolan-2-yl)-5,6-dihydropyridine-1(2H)-carboxylate). Product: CN1N=CC(=C1C1=CCN(CC1)C(=O)OC(C)(C)C)[N+](=O)[O-] (tert-butyl 4-(1-methyl-4-nitro-1H-pyrazol-5-yl)-5,6-dihydropyridine-1(2H)-carboxylate). Isolated yield 80.0%. As a reaction SMILES: Cl[C:2]1[N:6]([CH3:7])[N:5]=[CH:4][C:3]=1[N+:8]([O-:10])=[O:9].CC1(C)C(C)(C)OB([C:19]2[CH2:24][CH2:23][N:22]([C:25]([O:27][C:28]([CH3:31])([CH3:30])[CH3:29])=[O:26])[CH2:21][CH:20]=2)O1>>[CH3:7][N:6]1[C:2]([C:19]2[CH2:24][CH2:23][N:22]([C:25]([O:27][C:28]([CH3:31])([CH3:30])[CH3:29])=[O:26])[CH2:21][CH:20]=2)=[C:3]([N+:8]([O-:10])=[O:9])[CH:4]=[N:5]1. Procedure: Following Example 231, reaction of 5-chloro-1-methyl-4-nitro-1H-pyrazole and tert-butyl 4-(4,4,5,5-tetramethyl-1,3,2-dioxaborolan-2-yl)-5,6-dihydropyridine-1(2H)-carboxylate gave tert-butyl 4-(1-methyl-4-nitro-1H-pyrazol-5-yl)-5,6-dihydropyridine-1(2H)-carboxylate (310 mg, 80%). 1H NMR (400 MHz, CDCl3) δ 8.08 (s, 1H), 5.89 (s br, 1H), 4.14 (s br, 2H), 3.81 (s, 3H), 3.73-3.67 (m, 2H), 2.37 (s br, 2H), 1.27 (s) and 1.24 (s) (9H) Reactants: FC1=C(C=C2C=NN(C2=C1)C)C(C)C1=CN=C2N1N=C(C=C2)C(C)=O (1-(3-(1-(6-Fluoro-1-methyl-1H-indazol-5-yl)ethyl)imidazo[1,2-b]pyridazin-6-yl)ethanone), C(C)OC(=C)C=1C=CC=2N(N1)C(=CN2)CC=2C=C1C=NN(C1=CC2F)C (6-(1-ethoxyvinyl)-3-((6-fluoro-1-methyl-1H-indazol-5-yl)methyl)imidazo[1,2-b]pyridazine). The product is FC1=C(C=C2C=NN(C2=C1)C)CC1=CN=C2N1N=C(C=C2)C(C)=O (1-(3-((6-Fluoro-1-methyl-1H-indazol-5-yl)methyl)imidazo[1,2-b]pyridazin-6-yl)ethanone). As a reaction SMILES: [F:1][C:2]1[CH:10]=[C:9]2[C:5]([CH:6]=[N:7][N:8]2[CH3:11])=[CH:4][C:3]=1[CH:12]([C:14]1[N:18]2[N:19]=[C:20]([C:23](=[O:25])[CH3:24])[CH:21]=[CH:22][C:17]2=[N:16][CH:15]=1)C.C(OC(C1C=CC2N(C(CC3C=C4C(=CC=3F)N(C)N=C4)=CN=2)N=1)=C)C>>[F:1][C:2]1[CH:10]=[C:9]2[C:5]([CH:6]=[N:7][N:8]2[CH3:11])=[CH:4][C:3]=1[CH2:12][C:14]1[N:18]2[N:19]=[C:20]([C:23](=[O:25])[CH3:24])[CH:21]=[CH:22][C:17]2=[N:16][CH:15]=1. Reported procedure: The title compound was prepared as a white solid in analogy to the synthesis of compound 68.4 from 6-(1-ethoxyvinyl)-3-((6-fluoro-1-methyl-1H-indazol-5-yl)methyl)imidazo[1,2-b]pyridazine. LCMS (method B): [MH]+=324, tR=2.41 min.